From a dataset of the Open Reaction Database (ORD), a public repository of structured organic reaction records. describe an organic reaction: reactants, conditions, products, and yield The reactants are FC(C(=O)O)(F)F (trifluoroacetic acid), C(#N)C1CCN(CC1)C(=O)[C@@H](C(C)(C)C)NC(=O)C1=CN(C2=NC=C(N=C21)C2=NN(C1=CC=C(C=C21)Cl)C)COCC[Si](C)(C)C (2-(5-chloro-1-methyl-1H-indazol-3-yl)-5-(2-trimethylsilanylethoxymethyl)-5H-pyrrolo[2,3-b]pyrazine-7-carboxylic acid [(R)-1-(4-cyano-piperidine-1-carbonyl)-2,2-dimethyl-propyl]-amide), C(CN)N (ethylenediamine). Solvent: ClCCl (dichloromethane). Reaction conditions: time 2 hour. Yields the product C(#N)C1CCN(CC1)C(=O)[C@@H](C(C)(C)C)NC(=O)C1=CNC2=NC=C(N=C21)C2=NN(C1=CC=C(C=C21)Cl)C (2-(5-chloro-1-methyl-1H-indazol-3-yl)-5H-pyrrolo[2,3-b]pyrazine-7-carboxylic acid [(R)-1-(4-cyano-piperidine-1-carbonyl)-2,2-dimethyl-propyl]-amide). Yield: 25.3%. RXN SMILES: [C:1]([CH:3]1[CH2:8][CH2:7][N:6]([C:9]([C@H:11]([NH:16][C:17]([C:19]2[C:27]3[C:22](=[N:23][CH:24]=[C:25]([C:28]4[C:36]5[C:31](=[CH:32][CH:33]=[C:34]([Cl:37])[CH:35]=5)[N:30]([CH3:38])[N:29]=4)[N:26]=3)[N:21](COCC[Si](C)(C)C)[CH:20]=2)=[O:18])[C:12]([CH3:15])([CH3:14])[CH3:13])=[O:10])[CH2:5][CH2:4]1)#[N:2].FC(F)(F)C(O)=O.C(N)CN>ClCCl>[C:1]([CH:3]1[CH2:8][CH2:7][N:6]([C:9]([C@H:11]([NH:16][C:17]([C:19]2[C:27]3[C:22](=[N:23][CH:24]=[C:25]([C:28]4[C:36]5[C:31](=[CH:32][CH:33]=[C:34]([Cl:37])[CH:35]=5)[N:30]([CH3:38])[N:29]=4)[N:26]=3)[NH:21][CH:20]=2)=[O:18])[C:12]([CH3:15])([CH3:14])[CH3:13])=[O:10])[CH2:5][CH2:4]1)#[N:2]. Procedure: In a round-bottomed flask, 2-(5-chloro-1-methyl-1H-indazol-3-yl)-5-(2-trimethylsilanylethoxymethyl)-5H-pyrrolo[2,3-b]pyrazine-7-carboxylic acid [(R)-1-(4-cyano-piperidine-1-carbonyl)-2,2-dimethyl-propyl]-amide (0.158 g, 0.193 mmol) was dissolved in dichloromethane (1 ml) and trifluoroacetic acid (0.6 ml, 7.8 mmol) was added. The reaction mixture was stirred at room temperature for 2 h then concentrated. The residue was redissolved in dichloromethane (1 ml) and ethylenediamine (0.8 ml, 11.7 mmol)...